Dataset: the Open Reaction Database (ORD), a public repository of structured organic reaction records. Task: describe an organic reaction: reactants, conditions, products, and yield Reactants: 2-(5-methoxyhept-1-yl)bicyclo[3.3.0]-7-octanol, COC(CCCCC1C2CC(CC2CC1)O)CC (octahydro-4-(5-methoxyheptyl)-2-pentalenol), C(C)(=O)O (acetic acid). Yields the product C(C)(=O)OC1CC2CCC(C2C1)CCCCC(CC)OC (7-acetoxy-2-(5-methoxyhept-1-y)bicyclo[3.3.0]octane). As a reaction SMILES: [CH3:1][O:2][CH:3]([CH2:17][CH3:18])[CH2:4][CH2:5][CH2:6][CH2:7][CH:8]1[CH2:15][CH2:14][CH:13]2[CH:9]1[CH2:10][CH:11]([OH:16])[CH2:12]2.[C:19](O)(=[O:21])[CH3:20]>>[C:19]([O:16][CH:11]1[CH2:10][CH:9]2[CH:13]([CH2:14][CH2:15][CH:8]2[CH2:7][CH2:6][CH2:5][CH2:4][CH:3]([O:2][CH3:1])[CH2:17][CH3:18])[CH2:12]1)(=[O:21])[CH3:20]. Procedure details: The procedure followed is the same as that described in -7- Example 24 substituting 2-(5-methoxyhept-1-yl)bicyclo[3.3.0]-7-octanol {octahydro-4-(5-methoxyheptyl)-2-pentalenol} (1.0 g, 4.0 mmoles), and glacial acetic acid (7 ml). The product is kugelrohred under reduced pressure leaving a clear, colorless oil (0.7 g, 2.5 mmoles). Starting materials: C(C)(=O)C=1C=C(C2=C(SCCCO2)C1)C(=O)N (2-acetyl-7,8-dihydro-6H-5-oxa-9-thia-benzocycloheptene-4-carboxylic acid amide), [BH4-].[Na+] (NaBH4), Cl (HCl). Run in CCO (EtOH). Conditions: time 5 minute. Product: OC(C)C=1C=C(C2=C(SCCCO2)C1)C(=O)N (2-(1-Hydroxy-ethyl)-7,8-dihydro-6H-5-oxa-9-thia-benzocycloheptene-4-carboxylic Acid Amide). Reaction SMILES: [C:1]([C:4]1[CH:5]=[C:6]([C:15]([NH2:17])=[O:16])[C:7]2[O:13][CH2:12][CH2:11][CH2:10][S:9][C:8]=2[CH:14]=1)(=[O:3])[CH3:2].[BH4-].[Na+].Cl>CCO>[OH:3][CH:1]([C:4]1[CH:5]=[C:6]([C:15]([NH2:17])=[O:16])[C:7]2[O:13][CH2:12][CH2:11][CH2:10][S:9][C:8]=2[CH:14]=1)[CH3:2] |f:1.2|. Reported procedure: To 2-acetyl-7,8-dihydro-6H-5-oxa-9-thia-benzocycloheptene-4-carboxylic acid amide (0.40 g, 1.59 mmol) suspended in EtOH (10 mL) was added NaBH4 (0.060 g, 1.59 mmol). The mixture was stirred for 5 min, made acidic with 1 N HCl, and the EtOH removed in vacuuo. The aqueous was extracted with EtOAc. The combined extracts were washed with water, dried over magnesium sulfate and concentrated to a foam (0.35 g, 87%). MS [M+H]+ 252.